From a dataset of the Open Reaction Database (ORD), a public repository of structured organic reaction records. describe an organic reaction: reactants, conditions, products, and yield Starting materials: OC1=NC2=CC=CC=C2C(=C1C)C(=O)O (2-Hydroxy-3-methylquinoline-4-carboxylic acid), S(=O)(Cl)Cl (thionyl chloride). Yields the product OC1=NC2=CC=CC=C2C(=C1C)C(=O)Cl (2-hydroxy-3-methylquinolin-4-oyl chloride). Reaction SMILES: [OH:1][C:2]1[C:11]([CH3:12])=[C:10]([C:13]([OH:15])=O)[C:9]2[C:4](=[CH:5][CH:6]=[CH:7][CH:8]=2)[N:3]=1.S(Cl)([Cl:18])=O>>[OH:1][C:2]1[C:11]([CH3:12])=[C:10]([C:13]([Cl:18])=[O:15])[C:9]2[C:4](=[CH:5][CH:6]=[CH:7][CH:8]=2)[N:3]=1. Procedure details: A mixture of 2-hydroxy-3-methylquinoline-4-carboxylic acid (V, Step II, 5.11 g) and thionyl chloride (35 ml) is stirred at reflux for 3.5 hr. After cooling, the excess thionyl chloride is removed under reduced pressure. The residue is taken up in dichloromethane and taken to dryness again under reduced pressure. The dichloromethane addition/removal under reduced pressure is repeated twice. The residue is then dried under greatly reduced pressure for 1 hr to remove the last traces of thionyl chlo... RXN SMILES: C[C:2]([CH3:5])([O-:4])[CH3:3].[Li+].[CH3:7][O:8][C:9]1[CH:10]=[CH:11][CH:12]=[C:13]2[C:17]=1[C:16](=[O:18])[O:15][CH:14]2S(C1C=CC=CC=1)(=O)=O.[CH2:28]1[CH2:32][O:31][CH2:30][CH2:29]1>>[C:2]([C:5]1[CH:11]=[C:10]2[C:9]([C:32](=[O:31])[C:28]3[CH:16]([OH:18])[CH:17]4[C:13](=[C:14]([OH:15])[C:29]=3[CH2:30]2)[CH2:12][CH2:11][CH2:10][CH:9]4[O:8][CH3:7])=[CH:17][CH:16]=1)(=[O:4])[CH3:3] |f:0.1|. The reactants are CC(C)([O-])C.[Li+] (lithium t-butoxide), COC=1C=CC=C2C(OC(C12)=O)S(=O)(=O)C1=CC=CC=C1 (7-methoxy-3-phenylsulfonyl-1(3H)-isobenzofuranone), C1CCOC1 (THF). Procedure: To a magnetically stirred solution of lithium t-butoxide (8.8 mmol, prepared from 8.8 mmol of n-BuLi and 9.0 mmol of t-BuOH in 100 mL of THF), cooled to -78° C., was slowly added a slurry of 7-methoxy-3-phenylsulfonyl-1-(3H)-isobenzofuranone (6) (0.91 g, 3 mmol) in THF (20 mL). Yields the product C(C)(=O)C1=CC=C2C(C=3C(C4C(CCCC4=C(C3CC2=C1)O)OC)O)=O (9-acetyl-5,12-dihydroxy-4-methoxy-6-(11H)-hexahydro-naphthacenone). The reactants are C(C1=CC=CC=C1)OC1=CC=C(C=C1)N1CCN(CC1)CCC1=CC=C(C=C1)C(F)(F)F (1-(4-Benzyloxyphenyl)-4-[2-(4-trifluoromethylphenyl)ethyl]piperazine). Reagents/catalysts: [Pd] (palladium on carbon). Solvent: C(C)O (ethanol), C1CCOC1 (THF). Reaction conditions: temperature 55 celsius, time 8 hour. Product: FC(C1=CC=C(C=C1)CCN1CCN(CC1)C1=CC=C(C=C1)O)(F)F (4-{4-[2-(4-trifluoromethylphenyl)ethyl]piperazin-1-yl}phenol). Yield: 96.3%. RXN SMILES: C([O:8][C:9]1[CH:14]=[CH:13][C:12]([N:15]2[CH2:20][CH2:19][N:18]([CH2:21][CH2:22][C:23]3[CH:28]=[CH:27][C:26]([C:29]([F:32])([F:31])[F:30])=[CH:25][CH:24]=3)[CH2:17][CH2:16]2)=[CH:11][CH:10]=1)C1C=CC=CC=1>C(O)C.C1COCC1.[Pd]>[F:32][C:29]([F:30])([F:31])[C:26]1[CH:27]=[CH:28][C:23]([CH2:22][CH2:21][N:18]2[CH2:17][CH2:16][N:15]([C:12]3[CH:13]=[CH:14][C:9]([OH:8])=[CH:10][CH:11]=3)[CH2:20][CH2:19]2)=[CH:24][CH:25]=1. Reported procedure: 1-(4-Benzyloxyphenyl)-4-[2-(4-trifluoromethylphenyl)ethyl]piperazine (0.94 g) was dissolved in ethanol (19 ml) and THF (19 ml). 10% palladium on carbon (94 mg) was added to the mixture and stirred at 50 to 60° C. under a hydrogen atmosphere for 8 hours. After being cooled to room temperature, the catalyst was removed by filtration, and the filtrate was concentrated under reduced pressure to afford the title compound as a gray powder (0.72 g). Reactants: CN(C)C=O, COc1cc(CCl)ccc1OCc1nc(-c2ccco2)oc1C, [H-], [Na+], O, Oc1nn(-c2ccccc2)cc1CCc1cscn1. The product is COc1cc(COc2nn(-c3ccccc3)cc2CCc2cscn2)ccc1OCc1nc(-c2ccco2)oc1C. RXN SMILES: [CH3:43][N:44]([CH3:45])[CH:46]=[O:47].[Cl:1][CH2:2][c:3]1[cH:4][c:5]([O:22][CH3:23])[c:6]([O:7][CH2:8][c:9]2[n:10][c:11](-[c:15]3[o:16][cH:17][cH:18][cH:19]3)[o:12][c:13]2[CH3:14])[cH:20][cH:21]1.[H-:48].[Na+:49].[OH2:50].[c:24]1(-[n:30]2[n:31][c:32]([OH:42])[c:33]([CH2:35][CH2:36][c:37]3[n:38][cH:39][s:40][cH:41]3)[cH:34]2)[cH:25][cH:26][cH:27][cH:28][cH:29]1>>[CH2:2]([c:3]1[cH:4][c:5]([O:22][CH3:23])[c:6]([O:7][CH2:8][c:9]2[n:10][c:11](-[c:15]3[o:16][cH:17][cH:18][cH:19]3)[o:12][c:13]2[CH3:14])[cH:20][cH:21]1)[O:42][c:32]1[n:31][n:30](-[c:24]2[cH:25][cH:26][cH:27][cH:28][cH:29]2)[cH:34][c:33]1[CH2:35][CH2:36][c:37]1[n:38][cH:39][s:40][cH:41]1.